This data is from the Open Reaction Database (ORD), a public repository of structured organic reaction records. The task is: describe an organic reaction: reactants, conditions, products, and yield Starting materials: O (water), OC=1C=C2C=CNC2=CC1 (5-hydroxyindole), C([O-])([O-])=O.[Cs+].[Cs+] (cesium carbonate), C(C=C)Br (allylbromide). Run in CN(C)C=O (DMF). Conditions: time 2 hour. Yields the product C(C=C)OC=1C=C2C=CNC2=CC1 (5-Allyloxy-1H-indole). Reaction SMILES: [OH:1][C:2]1[CH:3]=[C:4]2[C:8](=[CH:9][CH:10]=1)[NH:7][CH:6]=[CH:5]2.C(=O)([O-])[O-].[Cs+].[Cs+].[CH2:17](Br)[CH:18]=[CH2:19].O>CN(C=O)C>[CH2:19]([O:1][C:2]1[CH:3]=[C:4]2[C:8](=[CH:9][CH:10]=1)[NH:7][CH:6]=[CH:5]2)[CH:18]=[CH2:17] |f:1.2.3|. Reported procedure: To a suspension of 5-hydroxyindole (1.23 g, 9.24 mmol) and cesium carbonate (3.01 g, 9.24 mmol) in DMF (40 mL) under nitrogen atmosphere at 0° C. was added allylbromide (879 μl, 10.16 mmol). The reaction mixture was stirred at RT for 2 h and poured into water and extracted with EtOAc (×3). The combined organic layers were washed twice with water, dried over Na2SO4, filtered and concentrated. The crude residue was purified by flash column chromatography on silica gel (c-hexane to c-hexane/EtOAc 9... The reactants are C1CCOC1, C[Zn+], CC(C)(C)OC(=O)CC1CCn2c1c(I)c1cc(OCc3ccc(C4CCCC4)c(C(F)(F)F)c3)ccc12, [Cl-]. The product is Cc1c2n(c3ccc(OCc4ccc(C5CCCC5)c(C(F)(F)F)c4)cc13)CCC2CC(=O)OC(C)(C)C. As a reaction SMILES: [CH2:42]1[O:43][CH2:44][CH2:45][CH2:46]1.[CH3:40][Zn+:41].[CH:1]1([c:6]2[c:7]([C:35]([F:36])([F:37])[F:38])[cH:8][c:9]([CH2:10][O:11][c:12]3[cH:13][c:14]4[c:15]([I:32])[c:16]5[n:17]([c:18]4[cH:19][cH:20]3)[CH2:21][CH2:22][CH:23]5[CH2:24][C:25](=[O:26])[O:27][C:28]([CH3:29])([CH3:30])[CH3:31])[cH:33][cH:34]2)[CH2:2][CH2:3][CH2:4][CH2:5]1.[Cl-:39]>>[CH:1]1([c:6]2[c:7]([C:35]([F:36])([F:37])[F:38])[cH:8][c:9]([CH2:10][O:11][c:12]3[cH:13][c:14]4[c:15]([CH3:40])[c:16]5[n:17]([c:18]4[cH:19][cH:20]3)[CH2:21][CH2:22][CH:23]5[CH2:24][C:25](=[O:26])[O:27][C:28]([CH3:29])([CH3:30])[CH3:31])[cH:33][cH:34]2)[CH2:2][CH2:3][CH2:4][CH2:5]1. Starting materials: C1(CCCCC1)N=C=NC1CCCCC1 (N,N'-dicyclohexylcarbodiimide), C[C@H](CCCCCC)OC(=O)C1CC2=CC=C(C=C2CC1)O (1,2,3,4-tetrahydro-6-hydroxynaphthalene-2-carboxylic acid (R)-1-methylheptyl ester), 4-N,N-dimethylaminopyridine, FC([C@@H](CCCCCC)O)(F)F ((R)-1-trifluoromethylheptanol), C(CCCCCCCCC)C1=CC=C(C=C1)C1=CC=C(C=C1)C(=O)O (4'-decylbiphenyl-4-carboxylic acid). The solvent is C(Cl)Cl (methylene chloride), C(Cl)Cl (methylene chloride). Run at time 2.5 hour. The product is C[C@H](CCCCCC)OC(=O)C1CC2=CC=C(C=C2CC1)OC(=O)C=1C(=CC=CC1)C1=CC=C(C=C1)CCCCCCCCCC (6-(4'-decylbiphenylcarbonyloxy)-1,2,3,4-tetrahydro-2-naphthalenecarboxylic acid (R)-1-methylheptyl ester). RXN SMILES: [CH3:1][C@@H:2]([O:9][C:10]([CH:12]1[CH2:21][CH2:20][C:19]2[C:14](=[CH:15][CH:16]=[C:17]([OH:22])[CH:18]=2)[CH2:13]1)=[O:11])[CH2:3][CH2:4][CH2:5][CH2:6][CH2:7][CH3:8].FC(F)(F)[C@H:25]([OH:32])CCCCCC.[CH2:35]([C:45]1[CH:50]=[CH:49][C:48]([C:51]2[CH:56]=[CH:55][C:54](C(O)=O)=[CH:53][CH:52]=2)=[CH:47][CH:46]=1)[CH2:36][CH2:37][CH2:38][CH2:39][CH2:40][CH2:41][CH2:42][CH2:43][CH3:44].C1(N=C=NC2CCCCC2)CCCCC1>C(Cl)Cl>[CH3:1][C@@H:2]([O:9][C:10]([CH:12]1[CH2:21][CH2:20][C:19]2[C:14](=[CH:15][CH:16]=[C:17]([O:22][C:25]([C:56]3[C:51]([C:48]4[CH:49]=[CH:50][C:45]([CH2:35][CH2:36][CH2:37][CH2:38][CH2:39][CH2:40][CH2:41][CH2:42][CH2:43][CH3:44])=[CH:46][CH:47]=4)=[CH:52][CH:53]=[CH:54][CH:55]=3)=[O:32])[CH:18]=2)[CH2:13]1)=[O:11])[CH2:3][CH2:4][CH2:5][CH2:6][CH2:7][CH3:8]. Procedure: To a mixture of 0.37 g (1.1 mmol) of 1,2,3,4-tetrahydro-6-hydroxynaphthalene-2-carboxylic acid (R)-1-methylheptyl ester obtained as in the fourth stage of Example 23 where (R)-1-methyl heputanol was used in stead of (R)-1-trifluoromethylheptanol, 0.33 g (1.1 mmol) of 4'-decylbiphenyl-4-carboxylic acid (FK-1124-10 from Teikoku Kagaku Sangyo K.K.), 0.013 g (0.11 mmol) of 4-N,N-dimethylaminopyridine and 10 ml of methylene chloride was added dropwise 5 ml of a methylene chloride solution containing ... Reactants: O=C([O-])O, Cc1cc(C)c(S(=O)(=O)NC(Cc2c[nH]c3ccccc23)C(F)(F)F)c([N+](=O)[O-])c1, CO, Cl, [Na+], [Zn]. The product is Cc1cc(C)c(S(=O)(=O)NC(Cc2c[nH]c3ccccc23)C(F)(F)F)c(N)c1. Reaction SMILES: [C:32](=[O:33])([OH:34])[O-:35].[CH3:1][c:2]1[c:3]([S:12](=[O:13])(=[O:14])[NH:15][CH:16]([C:17]([F:18])([F:19])[F:20])[CH2:21][c:22]2[cH:23][nH:24][c:25]3[cH:26][cH:27][cH:28][cH:29][c:30]23)[c:4]([N+:9]([O-:10])=[O:11])[cH:5][c:6]([CH3:8])[cH:7]1.[CH3:37][OH:38].[ClH:31].[Na+:36].[Zn:39]>>[CH3:1][c:2]1[c:3]([S:12](=[O:13])(=[O:14])[NH:15][CH:16]([C:17]([F:18])([F:19])[F:20])[CH2:21][c:22]2[cH:23][nH:24][c:25]3[cH:26][cH:27][cH:28][cH:29][c:30]23)[c:4]([NH2:9])[cH:5][c:6]([CH3:8])[cH:7]1.